From a dataset of the Open Reaction Database (ORD), a public repository of structured organic reaction records. describe an organic reaction: reactants, conditions, products, and yield The reactants are N(=O)[O-].[Na+] (Sodium nitrite), ClC=1C=C(N)C=C(C1OCC#C)OCC#C (3-chloro-4,5-dipropargyloxyaniline), Cl (hydrochloric acid), resultant solution, Cl (hydrochloric acid), ice water. The reagents and catalysts are [Cu](Cl)Cl (copper chloride). The solvent is C(C)(=O)O (acetic acid). Reaction conditions: time 1 hour. Product: ClC1=CC(=C(C(=C1)OCC#C)OCC#C)Cl (1,3-dichloro-4,5-dipropargyloxybenzene). Reaction SMILES: N([O-])=O.[Na+].[Cl:5][C:6]1[CH:7]=[C:8]([CH:10]=[C:11]([O:17][CH2:18][C:19]#[CH:20])[C:12]=1[O:13][CH2:14][C:15]#[CH:16])N.[ClH:21]>C(O)(=O)C.[Cu](Cl)Cl>[Cl:21][C:8]1[CH:10]=[C:11]([O:17][CH2:18][C:19]#[CH:20])[C:12]([O:13][CH2:14][C:15]#[CH:16])=[C:6]([Cl:5])[CH:7]=1 |f:0.1|. Procedure details: Sodium nitrite (1.33 g) was added to a solution of 3-chloro-4,5-dipropargyloxyaniline (4.47 g) in acetic acid (30 ml) and 35% hydrochloric acid (4 ml) at 0° C., followed by stirring at the same temperature for 1 hour. The resultant solution was poured into 35% hydrochloric acid (20 ml) containing copper chloride (2.35 g) at room temperature, and stirring was continued at 60° C. for 30 minutes. The reaction mixture was poured into ice-water and extracted with ethyl acetate. The extract was washed... Yields the product C(C1=CC=CC=C1)N1CN=C2N(C1)C(C(S2)CC(=O)O)(C2=CC(=CC=C2)[N+](=O)[O-])O (3-Benzyl-7-carboxymethyl-6-hydroxy-6-(m-nitrophenyl)-3,4,6,7-tetrahydro-2H-thiazolo[3,2-a]-s-triazine). Isolated yield 99.0%. The solvent is CO (methanol), solvent. As a reaction SMILES: Br[CH:2]([C:7](=[O:17])[C:8]1[CH:13]=[CH:12][CH:11]=[C:10]([N+:14]([O-:16])=[O:15])[CH:9]=1)[CH2:3][C:4]([OH:6])=[O:5].[CH2:18]([N:25]1[CH2:30][NH:29][C:28](=[S:31])[NH:27][CH2:26]1)[C:19]1[CH:24]=[CH:23][CH:22]=[CH:21][CH:20]=1>CO>[CH2:18]([N:25]1[CH2:30][N:29]2[C:7]([OH:17])([C:8]3[CH:13]=[CH:12][CH:11]=[C:10]([N+:14]([O-:16])=[O:15])[CH:9]=3)[CH:2]([CH2:3][C:4]([OH:6])=[O:5])[S:31][C:28]2=[N:27][CH2:26]1)[C:19]1[CH:24]=[CH:23][CH:22]=[CH:21][CH:20]=1. The reactants are BrC(CC(=O)O)C(C1=CC(=CC=C1)[N+](=O)[O-])=O (3-bromo-3-(m-nitrobenzoyl)propionic acid), C(C1=CC=CC=C1)N1CNC(NC1)=S (5-benzyl-3,4,5,6-tetrahydro-s-triazin-2(1H)thione). Run at time 2 hour. Reported procedure: A solution of 3-bromo-3-(m-nitrobenzoyl)propionic acid (3.78 g, 0.0125 mole) in methanol (50 ml) was mixed with a suspension of 5-benzyl-3,4,5,6-tetrahydro-s-triazin-2(1H)thione (2.6 g, 0.0125 mole) in the same solvent (150 ml). The mixture was warmed until a clear solution was obtained and allowed to stand for two hours. Evaporation of the solvent gave a yellow solid foam (5.3 g, 83%). 2.5 Grams of this material were dissolved in warm ethanol and a colourless solid gradually crystallised and wa... Starting materials: CC=1N=C(SC1C(=O)OCC)C1=CC(=C(C=C1)SCC(C)C)N1N=NN=C1 (ethyl 4-methyl-2-{4-[(2-methylpropyl)sulfanyl]-3-(1H-1,2,3,4-tetrazol-1-yl)phenyl}-1,3-thiazole-5-carboxylate), mixed solution, O1CCCC1.CO (tetrahydrofuran methanol), ( 4 ), [OH-].[Na+] (sodium hydroxide), Cl (hydrochloric acid). Run in O (water). Conditions: time 3 hour. The product is CC=1N=C(SC1C(=O)O)C1=CC(=C(C=C1)SCC(C)C)N1N=NN=C1 (4-methyl-2-{4-[(2-methylpropyl)sulfanyl]-3-(1H-1,2,3,4-tetrazol-1-yl)phenyl}-1,3-thiazole-5-carboxylic acid). Yield: 59.3%. RXN SMILES: [CH3:1][C:2]1[N:3]=[C:4]([C:12]2[CH:17]=[CH:16][C:15]([S:18][CH2:19][CH:20]([CH3:22])[CH3:21])=[C:14]([N:23]3[CH:27]=[N:26][N:25]=[N:24]3)[CH:13]=2)[S:5][C:6]=1[C:7]([O:9]CC)=[O:8].O1CCCC1.CO.[OH-].[Na+].Cl>O>[CH3:1][C:2]1[N:3]=[C:4]([C:12]2[CH:17]=[CH:16][C:15]([S:18][CH2:19][CH:20]([CH3:22])[CH3:21])=[C:14]([N:23]3[CH:27]=[N:26][N:25]=[N:24]3)[CH:13]=2)[S:5][C:6]=1[C:7]([OH:9])=[O:8] |f:1.2,3.4|. Reported procedure: A reaction mixture solution prepared by suspending 155.2 mg of ethyl 2-[4-fluoro-3-nitrophenyl]-4-methyl-1,3-thiazole-5-carboxylate and 244.4 mg of cesium carbonate in 1.5 mL of N,N-dimethylformamide and adding 49.6 mg of 2-methylpropylthiol was heated under stirring at 80° C. for 5 hours under a nitrogen atmosphere. The reaction mixture solution was cooled to room temperature, 3 mL of water was added and extraction was performed using ethyl acetate. The organic layer was concentrated under redu... Starting materials: [Br-], C1CCOC1, CC(C)(C)[O-], C[P+](c1ccccc1)(c1ccccc1)c1ccccc1, COc1ccc(C(=O)c2c(-c3ccc(OC)cc3)sc3ccccc23)cc1, [K+]. Product: C=C(c1ccc(OC)cc1)c1c(-c2ccc(OC)cc2)sc2ccccc12. As a reaction SMILES: [Br-:34].[CH2:55]1[O:56][CH2:57][CH2:58][CH2:59]1.[CH3:1][C:2]([CH3:3])([O-:4])[CH3:5].[CH3:35][P+:36]([c:37]1[cH:38][cH:39][cH:40][cH:41][cH:42]1)([c:43]1[cH:44][cH:45][cH:46][cH:47][cH:48]1)[c:49]1[cH:50][cH:51][cH:52][cH:53][cH:54]1.[CH3:7][O:8][c:9]1[cH:10][cH:11][c:12]([C:15](=[O:16])[c:17]2[c:18]3[c:19]([s:20][c:21]2-[c:22]2[cH:23][cH:24][c:25]([O:28][CH3:29])[cH:26][cH:27]2)[cH:30][cH:31][cH:32][cH:33]3)[cH:13][cH:14]1.[K+:6]>>[CH2:1]=[C:15]([c:12]1[cH:11][cH:10][c:9]([O:8][CH3:7])[cH:14][cH:13]1)[c:17]1[c:18]2[c:19]([s:20][c:21]1-[c:22]1[cH:23][cH:24][c:25]([O:28][CH3:29])[cH:26][cH:27]1)[cH:30][cH:31][cH:32][cH:33]2. The reactants are C(C)OC(=O)C1=C(C2=C(C(=N1)Br)N=C(S2)C(C)(C)C)O (4-bromo-2-tert-butyl-7-hydroxy-thiazolo[4,5-c]pyridine-6-carboxylic acid ethyl ester), C[Sn](C)(C)C (tetramethyl tin). Reagents/catalysts: Cl[Pd]([P](C1=CC=CC=C1)(C2=CC=CC=C2)C3=CC=CC=C3)([P](C4=CC=CC=C4)(C5=CC=CC=C5)C6=CC=CC=C6)Cl (dichlorobis(triphenylphosphine)-palladium). The solvent is C(C)(=O)OCC (ethyl acetate), CN(C)C=O (DMF). Product: C(C)OC(=O)C1=C(C2=C(C(=N1)C)N=C(S2)C(C)(C)C)O (2-tert-Butyl-7-hydroxy-4-methyl-thiazolo[4,5-c]pyridine-6-carboxylic acid ethyl ester). Yield: 89.2%. As a reaction SMILES: [CH2:1]([O:3][C:4]([C:6]1[N:11]=[C:10](Br)[C:9]2[N:13]=[C:14]([C:16]([CH3:19])([CH3:18])[CH3:17])[S:15][C:8]=2[C:7]=1[OH:20])=[O:5])[CH3:2].[CH3:21][Sn](C)(C)C>CN(C=O)C.C(OCC)(=O)C.Cl[Pd](Cl)([P](C1C=CC=CC=1)(C1C=CC=CC=1)C1C=CC=CC=1)[P](C1C=CC=CC=1)(C1C=CC=CC=1)C1C=CC=CC=1>[CH2:1]([O:3][C:4]([C:6]1[N:11]=[C:10]([CH3:21])[C:9]2[N:13]=[C:14]([C:16]([CH3:19])([CH3:18])[CH3:17])[S:15][C:8]=2[C:7]=1[OH:20])=[O:5])[CH3:2] |^1:39,58|. Reported procedure: A solution of 4-bromo-2-tert-butyl-7-hydroxy-thiazolo[4,5-c]pyridine-6-carboxylic acid ethyl ester (145 mg, 0.40 mmol), tetramethyl tin (220 μL, 1.6 mmol), dichlorobis(triphenylphosphine)-palladium II (30 mg, 0.04 mmol) in 2.5 mL anhydrous DMF was heated to 130° C. for 1 h. The reaction mixture was cooled, diluted with ethyl acetate, and washed successively with water, saturated sodium bicarbonate, and brine. The organic fraction was dried over anhydrous sodium sulfate, concentrated to a crude r... Reactants: C(C)(=O)OC=1C=C2C(=NC=NC2=CC1OC)Cl (6-Acetoxy-4-chloro-7-methoxyquinazoline), N (ammonia), ClC=1C(=C(N)C=CC1)F (3-chloro-2-fluoroaniline), Cl (hydrogen chloride). Run in C(C)#N (acetonitrile). Reaction conditions: time 2 hour. The product is ClC=1C(=C(NC2=NC=NC3=CC(=C(C=C23)O)OC)C=CC1)F (4-(3-chloro-2-fluoroanilino)-6-hydroxy-7-methoxyquinazoline). Isolated yield 95.6%. Reaction SMILES: C([O:4][C:5]1[CH:6]=[C:7]2[C:12](=[CH:13][C:14]=1[O:15][CH3:16])[N:11]=[CH:10][N:9]=[C:8]2Cl)(=O)C.[Cl:18][C:19]1[C:20]([F:26])=[C:21]([CH:23]=[CH:24][CH:25]=1)[NH2:22].Cl.N>C(#N)C>[Cl:18][C:19]1[C:20]([F:26])=[C:21]([CH:23]=[CH:24][CH:25]=1)[NH:22][C:8]1[C:7]2[C:12](=[CH:13][C:14]([O:15][CH3:16])=[C:5]([OH:4])[CH:6]=2)[N:11]=[CH:10][N:9]=1. Procedure details: 6-Acetoxy-4-chloro-7-methoxyquinazoline (Example 25-5 in WO01/66099; 10.0 g, 39.6 mmole) was suspended in acetonitrile (400 ml) and 3-chloro-2-fluoroaniline (6.05 g, 41.6 mmole) and hydrogen chloride (4.0M solution in 1,4-dioxane) (10.4 ml, 41.6 mmole) were added. The reaction mixture was refluxed for one hour and then allowed to cool to ambient temperature. The resulting precipitate was filtered off, washed with acetonitrile and diethylether to give a white solid. This solid was added in portio... Starting materials: COc1ccc(-c2cc(CCC=O)nn2-c2ccccc2)cc1, CCN(C(C)C)C(C)C, Clc1ccc(N2CCNCC2)cc1Cl. Product: COc1ccc(-c2cc(CCCN3CCN(c4ccc(Cl)c(Cl)c4)CC3)nn2-c2ccccc2)cc1. As a reaction SMILES: [CH3:1][O:2][c:3]1[cH:4][cH:5][c:6](-[c:9]2[cH:10][c:11]([CH2:20][CH2:21][CH:22]=[O:23])[n:12][n:13]2-[c:14]2[cH:15][cH:16][cH:17][cH:18][cH:19]2)[cH:7][cH:8]1.[CH:38]([N:39]([CH2:40][CH3:41])[CH:42]([CH3:43])[CH3:44])([CH3:45])[CH3:46].[Cl:24][c:25]1[cH:26][c:27]([N:32]2[CH2:33][CH2:34][NH:35][CH2:36][CH2:37]2)[cH:28][cH:29][c:30]1[Cl:31]>>[CH3:1][O:2][c:3]1[cH:4][cH:5][c:6](-[c:9]2[cH:10][c:11]([CH2:20][CH2:21][CH2:22][N:35]3[CH2:34][CH2:33][N:32]([c:27]4[cH:26][c:25]([Cl:24])[c:30]([Cl:31])[cH:29][cH:28]4)[CH2:37][CH2:36]3)[n:12][n:13]2-[c:14]2[cH:15][cH:16][cH:17][cH:18][cH:19]2)[cH:7][cH:8]1. Starting materials: COC(C1=CN=C(C(=C1)Br)O)=O (5-bromo-6-hydroxy-nicotinic acid methyl ester), COCCO (2-methoxyethanol), ClC1=CC=C(C=C1)B(O)O ((4-chloro-phenyl)-boronic acid), Cl.NCC1(CCCCC1)O (1-aminomethyl-1-cyclohexanol hydrochloride). Yields the product ClC1=CC=C(C=C1)C=1C(=NC=C(C(=O)NCC2(CCCCC2)O)C1)OCCOC (5-(4-chloro-phenyl)-N-(1-hydroxy-cyclohexylmethyl)-6-(2-methoxy-ethoxy)-nicotinamide). RXN SMILES: CO[C:3](=[O:12])[C:4]1[CH:9]=[C:8](Br)[C:7]([OH:11])=[N:6][CH:5]=1.[Cl:13][C:14]1[CH:19]=[CH:18][C:17](B(O)O)=[CH:16][CH:15]=1.Cl.[NH2:24][CH2:25][C:26]1([OH:32])[CH2:31][CH2:30][CH2:29][CH2:28][CH2:27]1.[CH3:33][O:34][CH2:35][CH2:36]O>>[Cl:13][C:14]1[CH:19]=[CH:18][C:17]([C:8]2[C:7]([O:11][CH2:36][CH2:35][O:34][CH3:33])=[N:6][CH:5]=[C:4]([CH:9]=2)[C:3]([NH:24][CH2:25][C:26]2([OH:32])[CH2:31][CH2:30][CH2:29][CH2:28][CH2:27]2)=[O:12])=[CH:16][CH:15]=1 |f:2.3|. Reported procedure: The title compound was synthesized in analogy to Example 102, using 5-bromo-6-hydroxy-nicotinic acid methyl ester, 2-methoxyethanol, (4-chloro-phenyl)-boronic acid and 1-aminomethyl-1-cyclohexanol hydrochloride as starting materials to yield 5-(4-chloro-phenyl)-N-(1-hydroxy-cyclohexylmethyl)-6-(2-methoxy-ethoxy)-nicotinamide. MS (ISP) 419.0 (M+H)+. The reactants are Cl (hydrochloride), CC=1N(C(=NN1)C(CC1=CC=CC=C1)=O)C1=C(C=CC=C1)C (1-(5-methyl-4-(o-tolyl)-4H-1,2,4-triazol-3-yl)-2-phenylethanone), Cl.NO (hydroxylamine hydrochloride), [OH-].[Na+] (sodium hydroxide). Run in C(C)O (ethanol). Yields the product CC=1N(C(=NN1)C(CC1=CC=CC=C1)=NO)C1=C(C=CC=C1)C (1-(5-methyl-4-(o-tolyl)-4H-1,2,4-triazol-3-yl)-2-phenylethanone oxime). As a reaction SMILES: [CH3:1][C:2]1[N:3]([C:16]2[CH:21]=[CH:20][CH:19]=[CH:18][C:17]=2[CH3:22])[C:4]([C:7](=O)[CH2:8][C:9]2[CH:14]=[CH:13][CH:12]=[CH:11][CH:10]=2)=[N:5][N:6]=1.Cl.[NH2:24][OH:25].[OH-].[Na+].Cl>C(O)C>[CH3:1][C:2]1[N:3]([C:16]2[CH:21]=[CH:20][CH:19]=[CH:18][C:17]=2[CH3:22])[C:4]([C:7](=[N:24][OH:25])[CH2:8][C:9]2[CH:14]=[CH:13][CH:12]=[CH:11][CH:10]=2)=[N:5][N:6]=1 |f:1.2,3.4|. Reported procedure: To a suspension of 10D and hydroxylamine hydrochloride (420 mg, 6 mmol) in ethanol (5 mL), sodium hydroxide (480 mg, 12 mmol) was added. It was refluxed for two hours. The reaction was acidified with 1 N hydrochloride and extracted with ethyl acetate (50 mL twice). The organic layer was dried with Na2SO4, filtered and concentrated. The crude product was purified by flash column) to provide the desired product. MS (m/z) 307 [M+H]+.